This data is from the Open Reaction Database (ORD), a public repository of structured organic reaction records. The task is: describe an organic reaction: reactants, conditions, products, and yield Starting materials: BrC1=C(C=CC=C1C)C(=O)C=1OCCC1 ((2-bromo-3-methylphenyl)(4,5-dihydrofuran-2-yl)methanone). Solvent: CCOC(=O)C (EtOAc). Conditions: time 8 hour. Yields the product BrC1=C(C=CC=C1C)C(=O)C1OCCC1 ((2-bromo-3-methylphenyl)(tetrahydrofuran-2-yl)methanone). Reaction SMILES: [Br:1][C:2]1[C:7]([CH3:8])=[CH:6][CH:5]=[CH:4][C:3]=1[C:9]([C:11]1[O:12][CH2:13][CH2:14][CH:15]=1)=[O:10]>CCOC(C)=O>[Br:1][C:2]1[C:7]([CH3:8])=[CH:6][CH:5]=[CH:4][C:3]=1[C:9]([CH:11]1[CH2:15][CH2:14][CH2:13][O:12]1)=[O:10]. Procedure: A solution of (2-bromo-3-methylphenyl)(4,5-dihydrofuran-2-yl)methanone (0.80 g, 2.99 mmol) (mass approximate, based on ˜8 mg/mL Et2O solution) was treated with 500 mL EtOAc and concentrated to ˜100 mL twice. The resulting solution was placed under N2 atmosphere, treated with 5% Pt/C, and then placed under a balloon of H2. Reaction mixture was allowed to stir overnight, then filtered through plug of celite and the filter agent was further washed with 100 mL EtOAc. The solution was concentrated in... Reactants: COc1ccc(NC(C)=O)ccc1=O, CO, Cl. The product is Cl, COc1ccc(N)ccc1=O. RXN SMILES: [C:1](=[O:2])([CH3:3])[NH:4][c:5]1[cH:6][cH:7][c:8]([O:13][CH3:14])[c:9](=[O:12])[cH:10][cH:11]1.[CH3:16][OH:17].[ClH:15]>>[ClH:15].[NH2:4][c:5]1[cH:6][cH:7][c:8]([O:13][CH3:14])[c:9](=[O:12])[cH:10][cH:11]1. Reactants: COC(=O)C=1C=CC(=C2C1N=C3C(=CC(=C(C3=N2)C=O)O)O)O (lomofungin), C(=O)C1=C2N=C3C(=CC=C(C3=NC2=C(C=C1O)O)C(=O)OC)O (6-formyl-4,7,9-trihydroxy-1-phenazinecarboxylic acid, methyl ester), C(=O)C1=C2N=C3C(=CC=C(C3=NC2=C(C(=C1O)C)O)C(=O)OC)O (6-formyl-4,7,9-trihydroxy-8-methyl-1-phenazinecarboxylic acid, methyl ester), COC(=O)C1=C2C(=C(C=C1)O)NC3=C(C(=CC(=O)C3=N2)O)C=O (lomondomycin), C(=O)C1=C2N=C3C(=CC=C(C3=NC2=C(C=C1O)O)C(=O)OC)O (6-formyl-4,7,9-trihydroxy-1-phenazinecarboxylic acid, methyl ester). The product is C(C)N(CCNC(=O)C1=CC=C(C2=NC3=C(C(=C(C(=C3N=C12)O)C)O)C=O)O)C (N-[2-(Ethylmethylamino)ethyl]-6-formyl-4,7,9-trihydroxy-8-methyl-1-phenazinecarboxamide). As a reaction SMILES: C(C1C(O)=C[C:14](O)=[C:13]2C=1[N:5]=[C:6]1[C:11](=[N:12]2)C(C(OC)=O)=CC=C1O)=O.[CH:24]([C:26]1[C:39]([OH:40])=[C:38]([CH3:41])[C:37]([OH:42])=[C:36]2[C:27]=1[N:28]=[C:29]1[C:34](=[N:35]2)[C:33]([C:43](OC)=[O:44])=[CH:32][CH:31]=[C:30]1[OH:47])=[O:25].[CH3:48]OC(C1C=CC(O)=C2NC3C(=NC=12)C(=O)C=C(O)C=3C=O)=O>>[CH2:13]([N:12]([CH3:48])[CH2:11][CH2:6][NH:5][C:43]([C:33]1[C:34]2[C:29](=[N:28][C:27]3[C:36]([N:35]=2)=[C:37]([OH:42])[C:38]([CH3:41])=[C:39]([OH:40])[C:26]=3[CH:24]=[O:25])[C:30]([OH:47])=[CH:31][CH:32]=1)=[O:44])[CH3:14]. Procedure details: Compounds in accordance with the present invention are prepared from the starting materials 6-formyl-4,7,9-trihydroxy-1-phenazinecarboxylic acid, methyl ester or from 6-formyl-4,7,9-trihydroxy-8-methyl-1-phenazinecarboxylic acid, methyl ester. The former compound, 6-formyl-4,7,9-trihydroxy-1-phenazinecarboxylic acid, methyl ester, is known variously in the chemical literature as lomofungin or lomondomycin and is produced in isoluble quantities from fermentation broth mixtures containing the micr... Starting materials: CC#N, O=[N+]([O-])c1cnc(Cl)c(Cl)c1, [K+], [K+], O=C([O-])[O-], Oc1ccnc2[nH]ccc12. Yields the product O=[N+]([O-])c1cnc(Oc2ccnc3[nH]ccc23)c(Cl)c1. As a reaction SMILES: [CH3:28][C:29]#[N:30].[Cl:17][c:18]1[n:19][cH:20][c:21]([N+:25](=[O:26])[O-:27])[cH:22][c:23]1[Cl:24].[K+:11].[K+:12].[O-:13][C:14]([O-:15])=[O:16].[nH:1]1[cH:2][cH:3][c:4]2[c:5]1[n:6][cH:7][cH:8][c:9]2[OH:10]>>[nH:1]1[cH:2][cH:3][c:4]2[c:5]1[n:6][cH:7][cH:8][c:9]2[O:10][c:18]1[n:19][cH:20][c:21]([N+:25](=[O:26])[O-:27])[cH:22][c:23]1[Cl:24]. The reactants are C1(=CC=CC=C1)C(C1=CC=CC=C1)OC(=O)C=1N2C(C(C2CCC1P(=O)(OCC)OCC)NC(COC1=CC=CC=C1)=O)=O (7-[(phenoxyacetyl)amino]-8-oxo-3-(diethoxyphosphinyl)-1-azabicyclo[4.2.0]oct-2-ene-2-carboxylic acid (diphenylmethyl)ester), Br[Si](C)(C)C (Bromotrimethylsilane), product, FC(C(=O)O)(F)F (trifluoroacetic acid), C(C)[SiH](CC)CC (triethylsilane). The solvent is C(Cl)Cl (methylene chloride). Reaction conditions: time 2 hour. The product is O(C1=CC=CC=C1)CC(=O)NC1C2CCC(=C(N2C1=O)C(=O)O)[PH2]=O (7-[(phenoxyacetyl)amino]-8-oxo-3-phosphinyl-1-azabicyclo[ 4.2.0]-oct-2-ene-2-carboxylic acid). Isolated yield 5.5%. As a reaction SMILES: C1(C([O:14][C:15]([C:17]2[N:18]3[CH:21]([CH2:22][CH2:23][C:24]=2[P:25](OCC)(OCC)=[O:26])[CH:20]([NH:33][C:34](=[O:43])[CH2:35][O:36][C:37]2[CH:42]=[CH:41][CH:40]=[CH:39][CH:38]=2)[C:19]3=[O:44])=[O:16])C2C=CC=CC=2)C=CC=CC=1.Br[Si](C)(C)C.FC(F)(F)C(O)=O.C([SiH](CC)CC)C>C(Cl)Cl>[O:36]([CH2:35][C:34]([NH:33][CH:20]1[C:19](=[O:44])[N:18]2[CH:21]1[CH2:22][CH2:23][C:24]([PH2:25]=[O:26])=[C:17]2[C:15]([OH:16])=[O:14])=[O:43])[C:37]1[CH:38]=[CH:39][CH:40]=[CH:41][CH:42]=1. Reported procedure: A solution of 7-[(phenoxyacetyl)amino]-8-oxo-3-(diethoxyphosphinyl)-1-azabicyclo[4.2.0]oct-2-ene-2-carboxylic acid (diphenylmethyl)ester (618 mg, 1 mmol) in methylene chloride (20 mL) was cooled to 0° C. under nitrogen. Bromotrimethylsilane (612 mg, 4 mmol) was added and the stirred reaction warmed to room temperature. After two hours, the solvent was removed in vacuo. The residue was stirred at room temperature with methanol-water for 0.5 hours. The reaction product was concentrated and (1 mmol... Starting materials: N1=C(C=CC=C1)C(=O)O (Picolinic acid), S(=O)(Cl)Cl (thionyl chloride), CO (MeOH). Reaction conditions: temperature 80 celsius, time 3 day. Yields the product COC(=O)C1=NC=CC(=C1)Cl (4-Chloro-pyridine-2-carboxylic acid methyl ester). Reaction SMILES: [N:1]1[CH:6]=[CH:5][CH:4]=[CH:3][C:2]=1[C:7]([OH:9])=O.[CH3:10][OH:11].S(Cl)([Cl:14])=O>>[CH3:10][O:11][C:7]([C:2]1[CH:3]=[C:4]([Cl:14])[CH:5]=[CH:6][N:1]=1)=[O:9]. Reported procedure: Picolinic acid (1) (10 g, 81 mmol) was dissolved in thionyl chloride (40 ml). The reaction mixture was heated to 80° C. and was allowed to stir for 3 days. The reaction mixture was cooled in an ice bath and MeOH (20 ml) was added very slowly. The reaction mixture was allowed to stir for 1 hour, and all solvents were removed under vacuum. The crude product was taken up in ethyl acetate, washed twice with saturated sodium bicarbonate solution, washed with brine and dried over MgSO4. The crude prod...